Task: describe an organic reaction: reactants, conditions, products, and yield. Dataset: the Open Reaction Database (ORD), a public repository of structured organic reaction records Starting materials: BrC1=CC2=C(OCCC3=C2N=C(S3)C(=O)N)C=C1F (9-bromo-8-fluoro-4,5-dihydrobenzo[2,3]oxepino[4,5-d]thiazole-2-carboxamide), CN1C=NC(=C1)C(C)(C#C)O (2-(1-methyl-1H-imidazol-4-yl)but-3-yn-2-ol). The product is FC=1C(=CC2=C(OCCC3=C2N=C(S3)C(=O)N)C1)C#CC(C)(C=1N=CN(C1)C)O ((±)-8-fluoro-9-(3-hydroxy-3-(1-methyl-1H-imidazol-4-yl)but-1-yn-1-yl)-4,5-dihydrobenzo[2,3]oxepino[4,5-d]thiazole-2-carboxamide). Isolated yield 9.0%. Reaction SMILES: Br[C:2]1[C:18]([F:19])=[CH:17][C:5]2[O:6][CH2:7][CH2:8][C:9]3[S:13][C:12]([C:14]([NH2:16])=[O:15])=[N:11][C:10]=3[C:4]=2[CH:3]=1.[CH3:20][N:21]1[CH:25]=[C:24]([C:26]([OH:30])([C:28]#[CH:29])[CH3:27])[N:23]=[CH:22]1>>[F:19][C:18]1[C:2]([C:29]#[C:28][C:26]([OH:30])([C:24]2[N:23]=[CH:22][N:21]([CH3:20])[CH:25]=2)[CH3:27])=[CH:3][C:4]2[C:10]3[N:11]=[C:12]([C:14]([NH2:16])=[O:15])[S:13][C:9]=3[CH2:8][CH2:7][O:6][C:5]=2[CH:17]=1. Procedure details: Similar to as described in General Procedure G, 9-bromo-8-fluoro-4,5-dihydrobenzo[2,3]oxepino[4,5-d]thiazole-2-carboxamide was reacted with 2-(1-methyl-1H-imidazol-4-yl)but-3-yn-2-ol (WO2009/158011 A1) to give the titled compound as colorless solid (19 mg, 9%).